This data is from the Open Reaction Database (ORD), a public repository of structured organic reaction records. The task is: describe an organic reaction: reactants, conditions, products, and yield The reactants are ClCCl, COc1ccc(NCCC(=O)O)cc1, O=C(Cl)Cl. The product is COc1ccc(N(CCC(=O)O)C(=O)Cl)cc1. RXN SMILES: [CH2:19]([Cl:20])[Cl:21].[CH3:1][O:2][c:3]1[cH:4][cH:5][c:6]([NH:7][CH2:8][CH2:9][C:10](=[O:11])[OH:12])[cH:13][cH:14]1.[Cl:15][C:16]([Cl:17])=[O:18]>>[CH3:1][O:2][c:3]1[cH:4][cH:5][c:6]([N:7]([CH2:8][CH2:9][C:10](=[O:11])[OH:12])[C:16]([Cl:15])=[O:18])[cH:13][cH:14]1. Product: CCC1(CCCN=[N+]=[N-])C(=O)NC(=O)NC1=O. Reactants: CCC1(CCCBr)C(=O)NC(=O)NC1=O, CC(C)=O, [N-]=[N+]=[N-], [Na+], O. As a reaction SMILES: [CH2:1]([CH3:2])[C:3]1([CH2:12][CH2:13][CH2:14][Br:15])[C:4](=[O:11])[NH:5][C:6](=[O:10])[NH:7][C:8]1=[O:9].[CH3:21][C:22](=[O:23])[CH3:24].[N-:17]=[N+:18]=[N-:19].[Na+:16].[OH2:20]>>[CH2:1]([CH3:2])[C:3]1([CH2:12][CH2:13][CH2:14][N:17]=[N+:18]=[N-:19])[C:4](=[O:11])[NH:5][C:6](=[O:10])[NH:7][C:8]1=[O:9]. The reactants are CC[O-], CCO, CCOC(=O)c1cccc2nc(Cl)n(Cc3ccc(-c4ccccc4C#N)cc3)c12, [Na+]. The product is CCOC(=O)c1cccc2nc(OCC)n(Cc3ccc(-c4ccccc4C#N)cc3)c12. RXN SMILES: [CH3:31][CH2:32][O-:33].[CH3:35][CH2:36][OH:37].[Cl:1][c:2]1[n:3][c:4]2[c:5]([n:6]1[CH2:7][c:8]1[cH:9][cH:10][c:11](-[c:14]3[c:15]([C:20]#[N:21])[cH:16][cH:17][cH:18][cH:19]3)[cH:12][cH:13]1)[c:22]([C:26](=[O:27])[O:28][CH2:29][CH3:30])[cH:23][cH:24][cH:25]2.[Na+:34]>>[c:2]1([O:33][CH2:32][CH3:31])[n:3][c:4]2[c:5]([n:6]1[CH2:7][c:8]1[cH:9][cH:10][c:11](-[c:14]3[c:15]([C:20]#[N:21])[cH:16][cH:17][cH:18][cH:19]3)[cH:12][cH:13]1)[c:22]([C:26](=[O:27])[O:28][CH2:29][CH3:30])[cH:23][cH:24][cH:25]2.